This data is from the Open Reaction Database (ORD), a public repository of structured organic reaction records. The task is: describe an organic reaction: reactants, conditions, products, and yield Starting materials: ClC1=NNC=N1 (3-chloro-1H-[1,2,4]triazole), [H-].[Na+] (sodium hydride), ClC1=C(C=C(C(=N1)C(=O)N1CCC(CC1)N1CCCC1)C)C1=CC(=CC=C1)C(F)(F)F ([6-Chloro-3-methyl-5-(3-trifluoromethyl-phenyl)-pyridin-2-yl]-(4-pyrrolidin-1-yl-piperidin-1-yl)-methanone). Run in CN1C(CCC1)=O (1-methyl-pyrrolidin-2-one). Run at temperature 150 celsius, time 30 minute. The product is ClC1=NN(C=N1)C1=C(C=C(C(=N1)C(=O)N1CCC(CC1)N1CCCC1)C)C1=CC(=CC=C1)C(F)(F)F ([6-(3-Chloro-[1,2,4]triazol-1-yl)-3-methyl-5-(3-trifluoromethyl-phenyl)-pyridin-2-yl]-(4-pyrrolidin-1-yl-piperidin-1-yl)-methanone). Isolated yield 48.2%. As a reaction SMILES: [Cl:1][C:2]1[N:6]=[CH:5][NH:4][N:3]=1.[H-].[Na+].Cl[C:10]1[N:15]=[C:14]([C:16]([N:18]2[CH2:23][CH2:22][CH:21]([N:24]3[CH2:28][CH2:27][CH2:26][CH2:25]3)[CH2:20][CH2:19]2)=[O:17])[C:13]([CH3:29])=[CH:12][C:11]=1[C:30]1[CH:35]=[CH:34][CH:33]=[C:32]([C:36]([F:39])([F:38])[F:37])[CH:31]=1>CN1CCCC1=O>[Cl:1][C:2]1[N:6]=[CH:5][N:4]([C:10]2[N:15]=[C:14]([C:16]([N:18]3[CH2:23][CH2:22][CH:21]([N:24]4[CH2:25][CH2:26][CH2:27][CH2:28]4)[CH2:20][CH2:19]3)=[O:17])[C:13]([CH3:29])=[CH:12][C:11]=2[C:30]2[CH:35]=[CH:34][CH:33]=[C:32]([C:36]([F:38])([F:39])[F:37])[CH:31]=2)[N:3]=1 |f:1.2|. Procedure details: A well stirred solution of 0.17 g (1.59 mmol) of 3-chloro-1H-[1,2,4]triazole in 1.0 ml of 1-methyl-pyrrolidin-2-one was treated at RT with 0.058 g (1.32 mmol) of a sodium hydride (55% in mineral oil). After 30 min, 0.20 g (0.44 mmol) of [6-chloro-3-methyl-5-(3-trifluoromethyl-phenyl)-pyridin-2-yl]-(4-pyrrolidin-1-yl-piperidin-1-yl)-methanone (example 3) was added and the reaction mixture was heated up to 150° C. After 24 hours, it was poured into crashed ice and extracted twice with EtOAc; the o...